This data is from the Open Reaction Database (ORD), a public repository of structured organic reaction records. The task is: describe an organic reaction: reactants, conditions, products, and yield Starting materials: N1(C=NC=C1)CCOC=1C=C2CCCC(C2=CC1)=O (6-(2-Imidazole-1-yl-ethoxy)-3,4-dihydro-2H-naphthalen-1-one), C(=O)C=1SC=CN1 (2-formylthiazole), OS(=O)(=O)O (H2SO4). Solvent: O (water), CC(=O)O (HOAc). The product is OC(C1C(C2=CC=C(C=C2CC1)OCCN1C=NC=C1)=O)C=1SC=CN1 (2-(Hydroxy-thiazol-2-yl-methyl)-6-(2-imidazole-1-yl-ethoxy)-3,4-dihydro-2H-naphthalen-1-one). Yield: 74.6%. As a reaction SMILES: [N:1]1([CH2:6][CH2:7][O:8][C:9]2[CH:10]=[C:11]3[C:16](=[CH:17][CH:18]=2)[C:15](=[O:19])[CH2:14][CH2:13][CH2:12]3)[CH:5]=[CH:4][N:3]=[CH:2]1.[CH:20]([C:22]1[S:23][CH:24]=[CH:25][N:26]=1)=[O:21].OS(O)(=O)=O>CC(O)=O.O>[OH:21][CH:20]([C:22]1[S:23][CH:24]=[CH:25][N:26]=1)[CH:14]1[CH2:13][CH2:12][C:11]2[C:16](=[CH:17][CH:18]=[C:9]([O:8][CH2:7][CH2:6][N:1]3[CH:5]=[CH:4][N:3]=[CH:2]3)[CH:10]=2)[C:15]1=[O:19]. Procedure details: 6-(2-Imidazole-1-yl-ethoxy)-3,4-dihydro-2H-naphthalen-1-one (0.200 g, 0.78 mmol) was reacted with 2-formylthiazole (0.107 g, 0.94 mmol) in a mixture of HOAc (1 mL) and concentrated H2SO4 (0.100 mL) at room temperature overnight. The resulting biphasic reaction mixture was diluted with water and then extracted with EtOAc. The aqueous portion was made to pH 10 with 50% NaOH and extracted with EtOAc (3×50 mL). The pooled organic extracts were washed well with water, dried, filtered, and concentrate... Reactants: CCN(C(C)C)C(C)C (DIEA), ClC=1C2=C(N=CN1)OC(=C2C2=CC=C(C=C2)OC)C2=CC=CC=C2 (4-chloro-5-(4-methoxyphenyl)-6-phenylfuro[2,3-d]pyrimidine), NCCCO (3-aminopropanol). The solvent is C(C)(=O)OCC (ethyl acetate), CN(C)C=O (DMF). The product is COC1=CC=C(C=C1)C1=C(OC=2N=CN=C(C21)NCCCO)C2=CC=CC=C2 (3-{[5-(4-methoxyphenyl)-6-phenylfuro[2,3-d]pyrimidin-4-yl]amino}propan-1-ol). The yield is 59.6%. As a reaction SMILES: Cl[C:2]1[C:3]2[C:10]([C:11]3[CH:16]=[CH:15][C:14]([O:17][CH3:18])=[CH:13][CH:12]=3)=[C:9]([C:19]3[CH:24]=[CH:23][CH:22]=[CH:21][CH:20]=3)[O:8][C:4]=2[N:5]=[CH:6][N:7]=1.CCN(C(C)C)C(C)C.[NH2:34][CH2:35][CH2:36][CH2:37][OH:38]>CN(C=O)C.C(OCC)(=O)C>[CH3:18][O:17][C:14]1[CH:15]=[CH:16][C:11]([C:10]2[C:3]3[C:2]([NH:34][CH2:35][CH2:36][CH2:37][OH:38])=[N:7][CH:6]=[N:5][C:4]=3[O:8][C:9]=2[C:19]2[CH:24]=[CH:23][CH:22]=[CH:21][CH:20]=2)=[CH:12][CH:13]=1. Procedure: Dissolve 1.00 g (3.0 mmol) 4-chloro-5-(4-methoxyphenyl)-6-phenylfuro[2,3-d]pyrimidine in 10 ml DMF and add 1.15 g (8.9 mmol) DIEA. Add 0.45 g (5.9 mmol) 3-aminopropanol and then heat the mixture over a period of 2 h to 120° C. After cooling, dilute the mixture with ethyl acetate and wash successively with dilute hydrochloric acid and saturated sodium chloride solution. Dry the organic phase over magnesium sulphate and concentrate by evaporation. Purify the residue by RP-HPLC (column: Gromsil 250... The reactants are CCCCCC1CCC(C2CCC(C=O)CC2)CC1, CCOC(=O)CP(CC)CC, C1CCOC1, CC(C)(C)[O-], Cc1ccccc1, [K+], O. Product: CCCCCC1CCC(C2CCC(C=CC(=O)OCC)CC2)CC1. RXN SMILES: [CH2:18]([CH2:19][CH2:20][CH2:21][CH3:22])[CH:23]1[CH2:24][CH2:25][CH:26]([CH:29]2[CH2:30][CH2:31][CH:32]([CH:35]=[O:36])[CH2:33][CH2:34]2)[CH2:27][CH2:28]1.[CH2:1]([P:2]([CH2:3][CH3:4])[CH2:6][C:7](=[O:8])[O:9][CH2:10][CH3:11])[CH3:5].[CH2:38]1[O:39][CH2:40][CH2:41][CH2:42]1.[CH3:12][C:13]([CH3:14])([O-:15])[CH3:16].[CH3:43][c:44]1[cH:45][cH:46][cH:47][cH:48][cH:49]1.[K+:17].[OH2:37]>>[CH:6]([C:7](=[O:8])[O:9][CH2:10][CH3:11])=[CH:35][CH:32]1[CH2:31][CH2:30][CH:29]([CH:26]2[CH2:25][CH2:24][CH:23]([CH2:18][CH2:19][CH2:20][CH2:21][CH3:22])[CH2:28][CH2:27]2)[CH2:34][CH2:33]1.